From a dataset of the Open Reaction Database (ORD), a public repository of structured organic reaction records. describe an organic reaction: reactants, conditions, products, and yield The reactants are CCOC(=O)C1=C(C(OCC)OCC)NC(C)=C(C(=O)OCCOc2ccccc2)C1c1ccccc1[N+](=O)[O-], CC(C)=O, Cl. The product is CCOC(=O)C1=C(C=O)NC(C)=C(C(=O)OCCOc2ccccc2)C1c1ccccc1[N+](=O)[O-]. Reaction SMILES: [CH3:1][C:2]1=[C:7]([C:8](=[O:9])[O:10][CH2:11][CH2:12][O:13][c:14]2[cH:15][cH:16][cH:17][cH:18][cH:19]2)[CH:6]([c:20]2[c:21]([N+:26](=[O:27])[O-:28])[cH:22][cH:23][cH:24][cH:25]2)[C:5]([C:29](=[O:30])[O:31][CH2:32][CH3:33])=[C:4]([CH:34]([O:35][CH2:39][CH3:40])[O:36][CH2:37][CH3:38])[NH:3]1.[CH3:41][C:42](=[O:43])[CH3:44].[ClH:45]>>[CH3:1][C:2]1=[C:7]([C:8](=[O:9])[O:10][CH2:11][CH2:12][O:13][c:14]2[cH:15][cH:16][cH:17][cH:18][cH:19]2)[CH:6]([c:20]2[c:21]([N+:26](=[O:27])[O-:28])[cH:22][cH:23][cH:24][cH:25]2)[C:5]([C:29](=[O:30])[O:31][CH2:32][CH3:33])=[C:4]([CH:34]=[O:35])[NH:3]1.